Dataset: the Open Reaction Database (ORD), a public repository of structured organic reaction records. Task: describe an organic reaction: reactants, conditions, products, and yield Starting materials: CCOC(=O)c1c(C)[nH]c2ccc(OCC(O)CN=[N+]=[N-])cc12, Cc1ccccc1, c1ccc(P(c2ccccc2)c2ccccc2)cc1. Yields the product CCOC(=O)c1c(C)[nH]c2ccc(OCC(O)CN)cc12. As a reaction SMILES: [CH2:1]([CH3:2])[O:3][C:4](=[O:5])[c:6]1[c:7]([CH3:23])[nH:8][c:9]2[cH:10][cH:11][c:12]([O:15][CH2:16][CH:17]([CH2:18][N:19]=[N+:20]=[N-:21])[OH:22])[cH:13][c:14]12.[CH3:43][c:44]1[cH:45][cH:46][cH:47][cH:48][cH:49]1.[c:24]1([P:25]([c:26]2[cH:27][cH:28][cH:29][cH:30][cH:31]2)[c:32]2[cH:33][cH:34][cH:35][cH:36][cH:37]2)[cH:38][cH:39][cH:40][cH:41][cH:42]1>>[CH2:1]([CH3:2])[O:3][C:4](=[O:5])[c:6]1[c:7]([CH3:23])[nH:8][c:9]2[cH:10][cH:11][c:12]([O:15][CH2:16][CH:17]([CH2:18][NH2:19])[OH:22])[cH:13][c:14]12. Reactants: O[C@H](C)[C@@H]1[C@H]2[C@H](C(=C(N2C1=O)C(=O)OCC1=CC=C(C=C1)[N+](=O)[O-])S[C@H]1C[C@H](N(C1)C(=O)OCC1=CC=C(C=C1)[N+](=O)[O-])COCCNC(=O)OCC1=CC=C(C=C1)[N+](=O)[O-])C (4-nitrobenzyl (4R,5S,6S)-6-[(1R)-1-hydroxyethyl]-4-methyl-3-[(2S,4S)-1-(4-nitrobenzyloxycarbonyl)-2-{2-(4-nitrobenzyloxycarbonylamino)ethyloxymethyl}pyrrolidin-4-yl]thio-7-oxo-1-azabicyclo[3.2.0]hept-2-ene 2-carboxylate), [H][H] (hydrogen). Reagents/catalysts: [OH-].[OH-].[Pd+2] (palladium hydroxide on carbon). Run in O1CCCC1 (tetrahydrofuran), C(C)(=O)[O-] (acetate). Product: C(C)(=O)O.NCCOC[C@H]1NC[C@H](C1)SC1=C(N2C([C@@H]([C@H]2[C@H]1C)[C@@H](C)O)=O)C(=O)O ((4R,5S,6S)-3-[(2S,4S)-2-(2-aminoethyloxymethyl)pyrrolidin-4-yl]thio-6-[(1R)-1-hydroxyethyl]-4-methyl-7-oxo-1-azabicyclo[3.2.0]hept-2-ene-2-carboxylic acid acetate). The yield is 46.5%. As a reaction SMILES: [OH:1][C@@H:2]([C@H:4]1[C:10](=[O:11])[N:9]2[C@@H:5]1[C@@H:6]([CH3:62])[C:7]([S:25][C@@H:26]1[CH2:30][N:29](C(OCC3C=CC([N+]([O-])=O)=CC=3)=O)[C@H:28]([CH2:44][O:45][CH2:46][CH2:47][NH:48]C(OCC3C=CC([N+]([O-])=O)=CC=3)=O)[CH2:27]1)=[C:8]2[C:12]([O:14]CC1C=CC([N+]([O-])=O)=CC=1)=[O:13])[CH3:3].[H][H]>O1CCCC1.C([O-])(=O)C.[OH-].[OH-].[Pd+2]>[C:12]([OH:14])(=[O:13])[CH3:8].[NH2:48][CH2:47][CH2:46][O:45][CH2:44][C@@H:28]1[CH2:27][C@H:26]([S:25][C:7]2[C@H:6]([CH3:62])[C@H:5]3[N:9]([C:10](=[O:11])[C@@H:4]3[C@H:2]([OH:1])[CH3:3])[C:8]=2[C:12]([OH:14])=[O:13])[CH2:30][NH:29]1 |f:4.5.6,7.8|. Procedure: A solution of 4-nitrobenzyl (4R,5S,6S)-6-[(1R)-1-hydroxyethyl]-4-methyl-3-[(2S,4S)-1-(4-nitrobenzyloxycarbonyl)-2-{2-(4-nitrobenzyloxycarbonylamino)ethyloxymethyl}pyrrolidin-4-yl]thio-7-oxo-1-azabicyclo[3.2.0]hept-2-ene 2-carboxylate (0.45 g) in a mixture of tetrahydrofuran (25 ml) and 0.2M acetate buffer (pH 5.8) (25 ml) was stirred in the presence of 20% palladium hydroxide on carbon (0.1 g) under atmospheric pressure of hydrogen at ambient temperature for 8 hours. The catalyst was removed by ... Reactants: [OH-].[Na+] (sodium hydroxide), OC1=CC=C2C(CC(OC2=C1)(C)C)=O (7-hydroxy-2,2-dimethyl-4-chromanone), ClCOCC (chloromethyl-ethyl-ether). The reagents and catalysts are [Cl-].C(C)[N+](CC1=CC=CC=C1)(CC)CC (triethyl benzyl aminium chloride). Solvent: ClCCl (dichloro methane). Yields the product C(C)OCOC1=CC=C2C(CC(OC2=C1)(C)C)=O (7-ethoxymethoxy-2,2-dimethyl-4-chromanone). The yield is 83.9%. Reaction SMILES: [OH-].[Na+].[OH:3][C:4]1[CH:13]=[C:12]2[C:7]([C:8](=[O:16])[CH2:9][C:10]([CH3:15])([CH3:14])[O:11]2)=[CH:6][CH:5]=1.Cl[CH2:18][O:19][CH2:20][CH3:21]>[Cl-].C([N+](CC)(CC)CC1C=CC=CC=1)C.ClCCl>[CH2:20]([O:19][CH2:18][O:3][C:4]1[CH:13]=[C:12]2[C:7]([C:8](=[O:16])[CH2:9][C:10]([CH3:14])([CH3:15])[O:11]2)=[CH:6][CH:5]=1)[CH3:21] |f:0.1,4.5|. Reported procedure: A mixture of 40 ml of an 5% sodium hydroxide solution, 60 ml of dichloro methane, 0.5 g (2 millimoles) of triethyl benzyl aminium chloride and 1.9 g (10 millimoles) of 7-hydroxy-2,2-dimethyl-4-chromanone is intensively stirred at room temperature for 20 minutes, whereupon 2.3 g (2,2 ml, 25 millimoles) of chloromethyl-ethyl-ether are added and the reaction mixture is stirred for an hour. The reaction mixture is worked up according to Example 12. Thus 2.1 g of the desired compound are obtained in ... Starting materials: [Li]CCCC, Cc1cc(-c2ccccc2)c2c(n1)CCCC2, C[Si](C)(C)N=C=S, CC(C)NC(C)C, c1ccccc1. The product is Cc1cc(-c2ccccc2)c2c(n1)C(C(N)=S)CCC2. Reaction SMILES: [CH2:8]([Li:9])[CH2:10][CH2:11][CH3:12].[CH3:13][c:14]1[n:15][c:16]2[c:21]([c:22](-[c:24]3[cH:25][cH:26][cH:27][cH:28][cH:29]3)[cH:23]1)[CH2:20][CH2:19][CH2:18][CH2:17]2.[CH3:30][Si:31]([CH3:32])([CH3:33])[N:34]=[C:35]=[S:36].[CH:1]([NH:2][CH:3]([CH3:4])[CH3:5])([CH3:6])[CH3:7].[cH:37]1[cH:38][cH:39][cH:40][cH:41][cH:42]1>>[CH3:13][c:14]1[n:15][c:16]2[c:21]([c:22](-[c:24]3[cH:25][cH:26][cH:27][cH:28][cH:29]3)[cH:23]1)[CH2:20][CH2:19][CH2:18][CH:17]2[C:35]([NH2:34])=[S:36]. The reactants are CCO, COc1cc(CS(=O)(=O)c2cccc3ccccc23)c([N+](=O)[O-])c(OCCCl)c1, NN, O. Product: COc1cc(CS(=O)(=O)c2cccc3ccccc23)c(N)c(OCCCl)c1. RXN SMILES: [CH3:33][CH2:34][OH:35].[Cl:1][CH2:2][CH2:3][O:4][c:5]1[c:6]([N+:27]([O-:28])=[O:29])[c:7]([CH2:13][S:14](=[O:15])(=[O:16])[c:17]2[cH:18][cH:19][cH:20][c:21]3[cH:22][cH:23][cH:24][cH:25][c:26]23)[cH:8][c:9]([O:11][CH3:12])[cH:10]1.[NH2:31][NH2:32].[OH2:30]>>[Cl:1][CH2:2][CH2:3][O:4][c:5]1[c:6]([NH2:27])[c:7]([CH2:13][S:14](=[O:15])(=[O:16])[c:17]2[cH:18][cH:19][cH:20][c:21]3[cH:22][cH:23][cH:24][cH:25][c:26]23)[cH:8][c:9]([O:11][CH3:12])[cH:10]1.